This data is from the Open Reaction Database (ORD), a public repository of structured organic reaction records. The task is: describe an organic reaction: reactants, conditions, products, and yield The reactants are Cn1ccnc1Br, C1COCCO1, CN(C)C1CCCCC1N, CN1C(=O)NCC1C(=O)NCc1ccc(F)c(F)c1Cl, [Cu]I, [K+], [K+], [K+], O=P([O-])([O-])[O-]. Yields the product CN1C(=O)N(c2nccn2C)CC1C(=O)NCc1ccc(F)c(F)c1Cl. Reaction SMILES: [Br:21][c:22]1[n:23]([CH3:27])[cH:24][cH:25][n:26]1.[CH2:46]1[O:47][CH2:48][CH2:49][O:50][CH2:51]1.[CH3:36][N:37]([CH3:38])[CH:39]1[CH2:40][CH2:41][CH2:42][CH2:43][CH:44]1[NH2:45].[Cl:1][c:2]1[c:3]([CH2:10][NH:11][C:12](=[O:13])[CH:14]2[N:15]([CH3:20])[C:16](=[O:19])[NH:17][CH2:18]2)[cH:4][cH:5][c:6]([F:9])[c:7]1[F:8].[Cu:52][I:53].[K+:33].[K+:34].[K+:35].[P:28]([O-:29])([O-:30])([O-:31])=[O:32]>>[Cl:1][c:2]1[c:3]([CH2:10][NH:11][C:12](=[O:13])[CH:14]2[N:15]([CH3:20])[C:16](=[O:19])[N:17]([c:22]3[n:23]([CH3:27])[cH:24][cH:25][n:26]3)[CH2:18]2)[cH:4][cH:5][c:6]([F:9])[c:7]1[F:8]. Product: O=C(NC(CO)c1nc2cc(Cl)ccc2[nH]1)c1ccc(C(=O)N2CCCC2)c(Br)c1. The reactants are F[B-](F)(F)F, O=C(O)c1ccc(C(=O)N2CCCC2)c(Br)c1, Br, CO, CCN(C(C)C)C(C)C, NC(CO)c1nc2cc(Cl)ccc2[nH]1, Cl, ClCCl, C1CCOC1, CN(C)C(On1nnc2ccccc21)=[N+](C)C. Reaction SMILES: [B-:18]([F:19])([F:20])([F:21])[F:22].[Br:1][c:2]1[cH:3][c:4]([C:5](=[O:6])[OH:7])[cH:8][cH:9][c:10]1[C:11](=[O:12])[N:13]1[CH2:14][CH2:15][CH2:16][CH2:17]1.[Br:64].[CH3:70][OH:71].[CH:40]([N:41]([CH:42]([CH3:43])[CH3:44])[CH2:45][CH3:46])([CH3:47])[CH3:48].[Cl:49][c:50]1[cH:51][c:52]2[c:53]([nH:54][c:55]([CH:57]([CH2:58][OH:59])[NH2:60])[n:56]2)[cH:61][cH:62]1.[Cl:63].[Cl:72][CH2:73][Cl:74].[O:65]1[CH2:66][CH2:67][CH2:68][CH2:69]1.[n:23]1([O:24][C:25]([N:26]([CH3:27])[CH3:28])=[N+:29]([CH3:30])[CH3:31])[c:32]2[cH:33][cH:34][cH:35][cH:36][c:37]2[n:38][n:39]1>>[Br:1][c:2]1[cH:3][c:4]([C:5](=[O:7])[NH:60][CH:57]([c:55]2[nH:54][c:53]3[c:52]([cH:51][c:50]([Cl:49])[cH:62][cH:61]3)[n:56]2)[CH2:58][OH:59])[cH:8][cH:9][c:10]1[C:11](=[O:12])[N:13]1[CH2:14][CH2:15][CH2:16][CH2:17]1. Starting materials: S(=O)(Cl)Cl (Thionylchloride), [N+](=O)([O-])C1=C(C=CC=C1)CC(=O)O (2-nitrophenylacetic acid). The solvent is C1=CC=CC=C1 (benzene). Yields the product [N+](=O)([O-])C1=C(C=CC=C1)CC(=O)Cl (2-nitrophenyacetyl chloride). As a reaction SMILES: S(Cl)([Cl:3])=O.[N+:5]([C:8]1[CH:13]=[CH:12][CH:11]=[CH:10][C:9]=1[CH2:14][C:15]([OH:17])=O)([O-:7])=[O:6]>C1C=CC=CC=1>[N+:5]([C:8]1[CH:13]=[CH:12][CH:11]=[CH:10][C:9]=1[CH2:14][C:15]([Cl:3])=[O:17])([O-:7])=[O:6]. Reported procedure: Thionylchloride (12.0 g) and 18.11 g of 2-nitrophenylacetic acid are weighed into a flask and allowed to stand at room temperature (~21°) for 16 hours. A stirring bar is added and the reaction driven to completion by warming at 35° for five additional hours until no solid is visible. To the red solution is added 5 ml benzene and the volatile material is removed with vacuum to give 2-nitrophenyacetyl chloride. Reactants: CCO, N, N#Cc1cccc2ccncc12. The product is NCc1cccc2ccncc12. RXN SMILES: [CH3:14][CH2:15][OH:16].[NH3:13].[cH:1]1[n:2][cH:3][cH:4][c:5]2[cH:6][cH:7][cH:8][c:9]([C:11]#[N:12])[c:10]12>>[cH:1]1[n:2][cH:3][cH:4][c:5]2[cH:6][cH:7][cH:8][c:9]([CH2:11][NH2:12])[c:10]12. Product: CCOC(=O)Cn1cc(-c2cc(C(=O)N3CCCC4CCCCC43)cs2)cn1. RXN SMILES: [Br:1][c:2]1[cH:3][c:4]([C:7](=[O:8])[N:9]2[CH2:10][CH2:11][CH2:12][CH:13]3[CH2:14][CH2:15][CH2:16][CH2:17][CH:18]23)[cH:5][s:6]1.[C:19](=[O:20])([O-:21])[O-:22].[CH2:25]([CH3:26])[O:27][C:28]([CH2:29][n:30]1[n:31][cH:32][c:33]([B:35]2[O:36][C:37]([CH3:38])([CH3:39])[C:40]([CH3:41])([CH3:42])[O:43]2)[cH:34]1)=[O:44].[CH3:45][O:46][CH2:47][CH2:48][O:49][CH3:50].[Cs+:23].[Cs+:24].[OH2:51].[Pd:128].[c:109]1([P:110]([c:111]2[cH:112][cH:113][cH:114][cH:115][cH:116]2)[c:117]2[cH:118][cH:119][cH:120][cH:121][cH:122]2)[cH:123][cH:124][cH:125][cH:126][cH:127]1.[c:52]1([P:53]([c:54]2[cH:55][cH:56][cH:57][cH:58][cH:59]2)[c:60]2[cH:61][cH:62][cH:63][cH:64][cH:65]2)[cH:66][cH:67][cH:68][cH:69][cH:70]1.[c:71]1([P:72]([c:73]2[cH:74][cH:75][cH:76][cH:77][cH:78]2)[c:79]2[cH:80][cH:81][cH:82][cH:83][cH:84]2)[cH:85][cH:86][cH:87][cH:88][cH:89]1.[c:90]1([P:91]([c:92]2[cH:93][cH:94][cH:95][cH:96][cH:97]2)[c:98]2[cH:99][cH:100][cH:101][cH:102][cH:103]2)[cH:104][cH:105][cH:106][cH:107][cH:108]1>>[c:2]1(-[c:33]2[cH:32][n:31][n:30]([CH2:29][C:28]([O:27][CH2:25][CH3:26])=[O:44])[cH:34]2)[cH:3][c:4]([C:7](=[O:8])[N:9]2[CH2:10][CH2:11][CH2:12][CH:13]3[CH2:14][CH2:15][CH2:16][CH2:17][CH:18]23)[cH:5][s:6]1. Reactants: O=C(c1csc(Br)c1)N1CCCC2CCCCC21, O=C([O-])[O-], CCOC(=O)Cn1cc(B2OC(C)(C)C(C)(C)O2)cn1, COCCOC, [Cs+], [Cs+], O, [Pd], c1ccc(P(c2ccccc2)c2ccccc2)cc1, c1ccc(P(c2ccccc2)c2ccccc2)cc1, c1ccc(P(c2ccccc2)c2ccccc2)cc1, c1ccc(P(c2ccccc2)c2ccccc2)cc1. Reactants: C1(=CC=CC=C1)S (thiophenol), ClC1=NC=C(C=C1Cl)C(F)(F)F (2,3-dichloro-5-trifluoromethylpyridine). Reagents/catalysts: [Cu] (copper). Conditions: time 1 hour. The product is ClC=1C(=NC=C(C1)C(F)(F)F)SC1=CC=CC=C1 (3-Chloro-2-phenylthio-5-trifluoromethylpyridine). Isolated yield 99.0%. As a reaction SMILES: [C:1]1([SH:7])[CH:6]=[CH:5][CH:4]=[CH:3][CH:2]=1.Cl[C:9]1[C:14]([Cl:15])=[CH:13][C:12]([C:16]([F:19])([F:18])[F:17])=[CH:11][N:10]=1>[Cu]>[Cl:15][C:14]1[C:9]([S:7][C:1]2[CH:6]=[CH:5][CH:4]=[CH:3][CH:2]=2)=[N:10][CH:11]=[C:12]([C:16]([F:18])([F:17])[F:19])[CH:13]=1. Procedure details: 26 g (0.233 mol) of 98.7% pure thiophenol, 50 g (0.226 mol) of 97.8% pure 2,3-dichloro-5-trifluoromethylpyridine and 14.7 mg (0.23 mmol) of copper powder were reacted by the method of Example 1, except that the reaction time was only 1 h and the reaction temperature was 160-170° C. The yield was 99%. Starting materials: CCCCNCc1nc2ccccc2n1Cc1ccccc1CN1CCCCC1, Cc1ccccc1, CC(Cl)Cl, O=C(Cl)c1cccc(F)c1F. The product is CCCCN(Cc1nc2ccccc2n1Cc1ccccc1CN1CCCCC1)C(=O)c1cccc(F)c1F. RXN SMILES: [CH2:1]([CH2:2][CH2:3][CH3:4])[NH:5][CH2:6][c:7]1[n:8][c:9]2[c:10]([n:11]1[CH2:12][c:13]1[c:14]([CH2:19][N:20]3[CH2:21][CH2:22][CH2:23][CH2:24][CH2:25]3)[cH:15][cH:16][cH:17][cH:18]1)[cH:26][cH:27][cH:28][cH:29]2.[CH3:41][c:42]1[cH:43][cH:44][cH:45][cH:46][cH:47]1.[Cl:48][CH:49]([Cl:50])[CH3:51].[F:30][c:31]1[c:32]([C:33](=[O:34])[Cl:35])[cH:36][cH:37][cH:38][c:39]1[F:40]>>[CH2:1]([CH2:2][CH2:3][CH3:4])[N:5]([CH2:6][c:7]1[n:8][c:9]2[c:10]([n:11]1[CH2:12][c:13]1[c:14]([CH2:19][N:20]3[CH2:21][CH2:22][CH2:23][CH2:24][CH2:25]3)[cH:15][cH:16][cH:17][cH:18]1)[cH:26][cH:27][cH:28][cH:29]2)[C:33]([c:32]1[c:31]([F:30])[c:39]([F:40])[cH:38][cH:37][cH:36]1)=[O:34]. The reactants are CCCCCC=CCC=CCCCCCCCC(=O)Cl, CC(C)(C)OC(=O)C=Cc1ccc(-c2ccc(O)c(C34CC5CC(CC(C5)C3)C4)c2)cc1, CCOC(C)=O, c1ccncc1. Product: CCCCCC=CCC=CCCCCCCCC(=O)Oc1ccc(-c2ccc(C=CC(=O)OC(C)(C)C)cc2)cc1C12CC3CC(CC(C3)C1)C2. Reaction SMILES: [C:1]([CH2:2][CH2:3][CH2:4][CH2:5][CH2:6][CH2:7][CH2:8][CH:9]=[CH:10][CH2:11][CH:12]=[CH:13][CH2:14][CH2:15][CH2:16][CH2:17][CH3:18])(=[O:19])[Cl:20].[C:21]([CH3:22])([CH3:23])([CH3:24])[O:25][C:26]([CH:27]=[CH:28][c:29]1[cH:30][cH:31][c:32](-[c:35]2[cH:36][c:37]([C:42]34[CH2:43][CH:44]5[CH2:45][CH:46]([CH2:47][CH:48]([CH2:49]3)[CH2:50]5)[CH2:51]4)[c:38]([OH:41])[cH:39][cH:40]2)[cH:33][cH:34]1)=[O:52].[CH3:53][CH2:54][O:55][C:56]([CH3:57])=[O:58].[cH:59]1[cH:60][cH:61][n:62][cH:63][cH:64]1>>[C:1]([CH2:2][CH2:3][CH2:4][CH2:5][CH2:6][CH2:7][CH2:8][CH:9]=[CH:10][CH2:11][CH:12]=[CH:13][CH2:14][CH2:15][CH2:16][CH2:17][CH3:18])(=[O:19])[O:41][c:38]1[c:37]([C:42]23[CH2:43][CH:44]4[CH2:45][CH:46]([CH2:47][CH:48]([CH2:49]2)[CH2:50]4)[CH2:51]3)[cH:36][c:35](-[c:32]2[cH:31][cH:30][c:29]([CH:28]=[CH:27][C:26]([O:25][C:21]([CH3:22])([CH3:23])[CH3:24])=[O:52])[cH:34][cH:33]2)[cH:40][cH:39]1. Reactants: C(C)C1=CC=C(C=C1)C(C#N)O[Si](C)(C)C ((4-ethylphenyl)[(trimethylsilyl)oxy]acetonitrile), FC1=C(C=O)C=CC=C1 (2-fluorobenzaldehyde), C(CCC)[Li] (n-butyllithium), C(C)(C)NC(C)C (N,N-diisopropylamine). The solvent is COCCOC (1,2-dimethoxyethane), COCCOC (1,2-dimethoxyethane), CCCCCC (hexane), COCCOC (1,2-dimethoxyethane). Run at time 15 minute. Product: C(C)C1=CC=C(C=C1)C(C(O)C1=C(C=CC=C1)F)=O (1-(4-Ethylphenyl)-2-(2-fluorophenyl)-2-hydroxyethanone). RXN SMILES: C([Li])CCC.C(NC(C)C)(C)C.[CH2:13]([C:15]1[CH:20]=[CH:19][C:18]([CH:21]([O:24][Si](C)(C)C)C#N)=[CH:17][CH:16]=1)[CH3:14].[F:29][C:30]1[CH:37]=[CH:36][CH:35]=[CH:34][C:31]=1[CH:32]=[O:33]>CCCCCC.COCCOC>[CH2:13]([C:15]1[CH:20]=[CH:19][C:18]([C:21](=[O:24])[CH:32]([C:31]2[CH:34]=[CH:35][CH:36]=[CH:37][C:30]=2[F:29])[OH:33])=[CH:17][CH:16]=1)[CH3:14]. Procedure: Add 217 ml (0.54 mol) of a 2.5 M n-butyllithium solution in hexane dropwise at −78° C. to a solution of 77 ml (56 g, 0.55 mol) N,N-diisopropylamine in 960 ml 1,2-dimethoxyethane in such a way that the temperature does not exceed −60° C. After stirring for 15 min at this temperature, add a solution of 116 g (0.50 mol) (4-ethylphenyl)[(trimethylsilyl)oxy]acetonitrile [D. S. Dhanoa, J. Med. Chem. 1993, 36 (23), 3738-3742] in 373 ml 1,2-dimethoxyethane dropwise in the space of 30 min. Next, after st... The reactants are O (water), C(C)N1C(N(C2=NC=CC(=C21)C)C2=CC=C(C=C2)O)=O (1-ethyl-3-(4-hydroxyphenyl)-7-methyl-1,3-dihydro-2H-imidazo[4,5-b]pyridin-2-one), N1C=NC=C1 (1H-imidazole), C(C)(C)[Si](C(C)C)(C(C)C)Cl (triisopropylsilyl chloride). The solvent is CN(C)C=O (DMF). Conditions: time 3 day. The product is C(C)N1C(N(C2=NC=CC(=C21)C)C2=CC=C(C=C2)O[Si](C(C)C)(C(C)C)C(C)C)=O (1-ethyl-7-methyl-3-(4-{[tris(1-methylethyl)silyl]oxy}phenyl)-1,3-dihydro-2H-imidazo[4,5-b]pyridin-2-one). As a reaction SMILES: [CH2:1]([N:3]1[C:11]2[C:6](=[N:7][CH:8]=[CH:9][C:10]=2[CH3:12])[N:5]([C:13]2[CH:18]=[CH:17][C:16]([OH:19])=[CH:15][CH:14]=2)[C:4]1=[O:20])[CH3:2].N1C=CN=C1.[CH:26]([Si:29](Cl)([CH:33]([CH3:35])[CH3:34])[CH:30]([CH3:32])[CH3:31])([CH3:28])[CH3:27].O>CN(C=O)C>[CH2:1]([N:3]1[C:11]2[C:6](=[N:7][CH:8]=[CH:9][C:10]=2[CH3:12])[N:5]([C:13]2[CH:18]=[CH:17][C:16]([O:19][Si:29]([CH:33]([CH3:35])[CH3:34])([CH:30]([CH3:32])[CH3:31])[CH:26]([CH3:28])[CH3:27])=[CH:15][CH:14]=2)[C:4]1=[O:20])[CH3:2]. Procedure: To a stirred mixture of 1-ethyl-3-(4-hydroxyphenyl)-7-methyl-1,3-dihydro-2H-imidazo[4,5-b]pyridin-2-one (10 g) and 1H-imidazole (3.79 g) in DMF (100 mL) was added triisopropylsilyl chloride (9.54 mL) at 0° C. The mixture was stirred at room temperature for 3 days, treated with water, and extracted with AcOEt. The organic layer was dried over MgSO4 and concentrated in vacuo. The residue was purified by silica gel column chromatography (AcOEt/Hexane=1/10) to give the title compound (11.5 g).